This data is from the Open Reaction Database (ORD), a public repository of structured organic reaction records. The task is: describe an organic reaction: reactants, conditions, products, and yield The reactants are CS(C)=O, CNc1cc(C(O)CS(C)(=O)=O)cc(NC)c1Cl, N#CCCNc1ccccc1. The product is CNc1cc(CC(C#N)=CNc2ccccc2)cc(NC)c1Cl. As a reaction SMILES: [CH3:30][S:31]([CH3:32])=[O:33].[Cl:1][c:2]1[c:3]([NH:17][CH3:18])[cH:4][c:5]([CH:6]([OH:7])[CH2:8][S:9]([CH3:10])(=[O:11])=[O:12])[cH:13][c:14]1[NH:15][CH3:16].[NH:19]([c:20]1[cH:21][cH:22][cH:23][cH:24][cH:25]1)[CH2:26][CH2:27][C:28]#[N:29]>>[Cl:1][c:2]1[c:3]([NH:17][CH3:18])[cH:4][c:5]([CH2:6][C:27](=[CH:26][NH:19][c:20]2[cH:21][cH:22][cH:23][cH:24][cH:25]2)[C:28]#[N:29])[cH:13][c:14]1[NH:15][CH3:16].